This data is from the Open Reaction Database (ORD), a public repository of structured organic reaction records. The task is: describe an organic reaction: reactants, conditions, products, and yield The reactants are C(#N)[BH3-].[Na+] (sodium cyanoborohydride), C=O (formalin), CC1(N(C(N(C1=O)C1=CC(=C(C#N)C=C1)C(F)(F)F)=O)CC1=C(C=CC=C1)NC1=CC=CC=C1)C (4-[4,4-dimethyl-2,5-dioxo-3-(2-phenylaminobenzyl)imidazolidin-1-yl]-2-trifluoromethylbenzonitrile), C=O (formalin), C(C)(=O)O (acetic acid), C(#N)[BH3-].[Na+] (sodium cyanoborohydride). Solvent: C(C)#N (acetonitrile). Reaction conditions: time 2 hour. Product: CC1(N(C(N(C1=O)C1=CC(=C(C#N)C=C1)C(F)(F)F)=O)CC1=C(C=CC=C1)N(C1=CC=CC=C1)C)C (4-{4,4-Dimethyl-3-[2-(methylphenylamino)benzyl]-2,5-dioxoimidazolidin-1-yl}-2-trifluoromethylbenzonitrile). Yield: 60.0%. RXN SMILES: [CH3:1][C:2]1([CH3:35])[C:6](=[O:7])[N:5]([C:8]2[CH:15]=[CH:14][C:11]([C:12]#[N:13])=[C:10]([C:16]([F:19])([F:18])[F:17])[CH:9]=2)[C:4](=[O:20])[N:3]1[CH2:21][C:22]1[CH:27]=[CH:26][CH:25]=[CH:24][C:23]=1[NH:28][C:29]1[CH:34]=[CH:33][CH:32]=[CH:31][CH:30]=1.[C:36]([BH3-])#N.[Na+].C=O.C(O)(=O)C>C(#N)C>[CH3:1][C:2]1([CH3:35])[C:6](=[O:7])[N:5]([C:8]2[CH:15]=[CH:14][C:11]([C:12]#[N:13])=[C:10]([C:16]([F:19])([F:17])[F:18])[CH:9]=2)[C:4](=[O:20])[N:3]1[CH2:21][C:22]1[CH:27]=[CH:26][CH:25]=[CH:24][C:23]=1[N:28]([CH3:36])[C:29]1[CH:34]=[CH:33][CH:32]=[CH:31][CH:30]=1 |f:1.2|. Procedure details: 53 mg of the compound of example 1 were dissolved in 1.1 ml of acetonitrile. 10.4 mg of sodium cyanoborohydride were added to this solution. Subsequently, 0.18 ml of a 37% formalin solution and 0.05 ml of glacial acetic acid were added dropwise. The mixture was stirred at room temperature for 2 h; thereafter and another 2 h later, the same amounts of sodium cyanoborohydride and formalin solution were once again added dropwise. For workup, the mixture was filtered through a silica gel cartridge a... Starting materials: 26C, COC(C1=C(N=C(C=C1)C1=CC=C(C=C1)C(F)(F)F)C)=O (2-methyl-6-(4-trifluoromethyl-phenyl)-nicotinic acid methyl ester), C(C)OC(C(C)(C)OC1=CC=C(C=C1)CN)=O (2-(4-aminomethyl-phenoxy)-2-methyl-propionic acid ethyl ester), CC1=C(C(=O)O)C=CC(=N1)C1=CC=C(C=C1)C(F)(F)F (2-methyl-6-(4-trifluoromethyl-phenyl)-nicotinic acid). The product is C(C)OC(C(C)(OC1=CC=C(C=C1)CNC(=O)C=1C(=NC(=CC1)C1=CC=C(C=C1)C(F)(F)F)C)C)=O (2-methyl-2-[4-({[2-methyl-6-(4-trifluoromethyl-phenyl)-pyridine-3-carbonyl]-amino}-methyl)-phenoxy]-propionic acid ethyl ester). Reaction SMILES: [CH2:1]([O:3][C:4](=[O:17])[C:5]([O:8][C:9]1[CH:14]=[CH:13][C:12]([CH2:15][NH2:16])=[CH:11][CH:10]=1)([CH3:7])[CH3:6])[CH3:2].[CH3:18][C:19]1[N:27]=[C:26]([C:28]2[CH:33]=[CH:32][C:31]([C:34]([F:37])([F:36])[F:35])=[CH:30][CH:29]=2)[CH:25]=[CH:24][C:20]=1[C:21](O)=[O:22].COC(=O)C1C=CC(C2C=CC(C(F)(F)F)=CC=2)=NC=1C>>[CH2:1]([O:3][C:4](=[O:17])[C:5]([CH3:7])([O:8][C:9]1[CH:10]=[CH:11][C:12]([CH2:15][NH:16][C:21]([C:20]2[C:19]([CH3:18])=[N:27][C:26]([C:28]3[CH:33]=[CH:32][C:31]([C:34]([F:37])([F:35])[F:36])=[CH:30][CH:29]=3)=[CH:25][CH:24]=2)=[O:22])=[CH:13][CH:14]=1)[CH3:6])[CH3:2]. Procedure details: In analogy to the procedures described in example 26B] and 26C], 2-(4-aminomethyl-phenoxy)-2-methyl-propionic acid ethyl ester [PCT Int. Appl. (2002), WO 2002/096895A1] was reacted with 2-methyl-6-(4-trifluoromethyl-phenyl)-nicotinic acid (prepared from 2-methyl-6-(4-trifluoromethyl-phenyl)-nicotinic acid methyl ester (example 1L]) in analogy to the procedure described in example 53B]) to give 2-methyl-2-[4-({[2-methyl-6-(4-trifluoromethyl-phenyl)-pyridine-3-carbonyl]-amino}-methyl)-phenoxy]-pro... Reactants: C(C)OC(C=C(C)NC1=CC=CC=C1)=O (3-phenylamino-but-2-enoic acid ethyl ester), COC(C#C)=O (propynoic acid methyl ester). Run in CO (MeOH). The product is COC(C=CC(C(=O)OCC)=C(C)NC1=CC=CC=C1)=O (4-(1-Phenylamino-ethylidene)-pent-2-enedioic acid 5-ethyl ester 1-methyl ester). The yield is 59.6%. RXN SMILES: [CH2:1]([O:3][C:4](=[O:15])[CH:5]=[C:6]([NH:8][C:9]1[CH:14]=[CH:13][CH:12]=[CH:11][CH:10]=1)[CH3:7])[CH3:2].[CH3:16][O:17][C:18](=[O:21])[C:19]#[CH:20]>CO>[CH3:16][O:17][C:18](=[O:21])[CH:19]=[CH:20][C:5](=[C:6]([NH:8][C:9]1[CH:14]=[CH:13][CH:12]=[CH:11][CH:10]=1)[CH3:7])[C:4]([O:3][CH2:1][CH3:2])=[O:15]. Procedure details: A mixture of 3-phenylamino-but-2-enoic acid ethyl ester (7 g, 34.1 mmol) and propynoic acid methyl ester (4.6 mL, 51.2 mmol) in MeOH (114 mL) was refluxed for 48 h. The solvent was evaporated, and the crude oil was purified by silica gel chromatography (0-20% EtOAc/hexanes) to give 5.88 g of the title compound as an orange oil. MS: (+) m/z 290.27 (M+1). Reactants: polyolefins, C(Cl)Cl (methylene choride), C (carbon black), CO (methanol), C(CCC)OC(C(=C)C)=O.C=CC1=CC=CC=C1 (styrene n-butyl methacrylate), C (carbon black), steel. Run in C1(=CC=CC=C1)C (toluene). Yields the product C=CC=C.C=CC1=CC=CC=C1 (Styrene Butadiene). Reaction SMILES: [CH2:1](OC(=O)C(C)=C)[CH2:2][CH2:3][CH3:4].[CH2:11]=[CH:12][C:13]1[CH:18]=[CH:17][CH:16]=[CH:15][CH:14]=1.C.C(Cl)Cl.CO>C1(C)C=CC=CC=1>[CH2:1]=[CH:2][CH:3]=[CH2:4].[CH2:11]=[CH:12][C:13]1[CH:18]=[CH:17][CH:16]=[CH:15][CH:14]=1 |f:0.1,6.7|. Procedure details: The above semicrystalline polyolefins, 25 percent, (polypentene of Example I, polyhexadecene of Example II, polyoctadecene of Example II, and polyeicosene of Example III, and 75 percent by weight of styrene n-butyl methacrylate) (the aforesaid resin blend present in an amount of 70 weight percent) were admixed with 10 weight percent of Black Pearls L or 10 weight percent of Regal® 330 carbon black, which carbon black was allowed to dissolve with heating between 40° and 60° C. in toluene or methy...